Task: describe an organic reaction: reactants, conditions, products, and yield. Dataset: the Open Reaction Database (ORD), a public repository of structured organic reaction records The reactants are NC=1C=C(C=CC1N)C1=CC(=C(N)C=C1)N (3,3′-diaminobenzidine), CN(C1=CC=C(C(=O)NC2=CC=C(C=O)C=C2)C=C1)C (4-(4-dimethylaminobenzamido)benzaldehyde). Yields the product N1C(=NC2=C1C=CC(=C2)C2=CC1=C(N=C(N1)C1=CC=C(C=C1)NC(C1=CC=C(C=C1)N(C)C)=O)C=C2)C2=CC=C(C=C2)NC(C2=CC=C(C=C2)N(C)C)=O (N,N′-(1H,3′H-[5,5′-bibenzo[d]imidazole]-2,2′-diylbis(4,1-phenylene))bis(4-(dimethylamino)benzamide)). As a reaction SMILES: [NH2:1][C:2]1[CH:3]=[C:4]([C:9]2[CH:15]=[CH:14][C:12]([NH2:13])=[C:11]([NH2:16])[CH:10]=2)[CH:5]=[CH:6][C:7]=1[NH2:8].[CH3:17][N:18]([CH3:36])[C:19]1[CH:35]=[CH:34][C:22]([C:23]([NH:25][C:26]2[CH:33]=[CH:32][C:29]([CH:30]=O)=[CH:28][CH:27]=2)=[O:24])=[CH:21][CH:20]=1>>[NH:8]1[C:7]2[CH:6]=[CH:5][C:4]([C:9]3[CH:15]=[CH:14][C:12]4[N:13]=[C:30]([C:29]5[CH:32]=[CH:33][C:26]([NH:25][C:23](=[O:24])[C:22]6[CH:34]=[CH:35][C:19]([N:18]([CH3:36])[CH3:17])=[CH:20][CH:21]=6)=[CH:27][CH:28]=5)[NH:16][C:11]=4[CH:10]=3)=[CH:3][C:2]=2[N:1]=[C:30]1[C:29]1[CH:28]=[CH:27][C:26]([NH:25][C:23](=[O:24])[C:22]2[CH:34]=[CH:35][C:19]([N:18]([CH3:36])[CH3:17])=[CH:20][CH:21]=2)=[CH:33][CH:32]=1. Procedure details: Compound 265 was prepared according to the procedure similar to that described in Scheme III from 3,3′-diaminobenzidine and 4-(4-dimethylaminobenzamido)benzaldehyde. [M+H]+ calcd for C44H38N8O2: 711.31; found: 711.38. Starting materials: C(C)(C)(C)OC(=O)NCCOC1=NOC2=C1C(=C(C=C2)F)C(N)=O (3-(2-(N-t-butoxycarbonylamino)ethoxy)-4-carbamoyl-5-fluoro-1,2-benzisoxazole), P(=O)(Cl)(Cl)Cl (phosphorus oxychloride), ice water. Run in CN(C=O)C (dimethylformamide). Reaction conditions: temperature 5 celsius. Yields the product C(C)(C)(C)OC(=O)NCCOC1=NOC2=C1C(=C(C=C2)F)C#N (3-(2-(N-t-Butoxycarbonylamino)ethoxy)-4-cyano-5-fluoro-1,2-benzisoxazole). Isolated yield 84.5%. Reaction SMILES: [C:1]([O:5][C:6]([NH:8][CH2:9][CH2:10][O:11][C:12]1[C:16]2[C:17]([C:22](=O)[NH2:23])=[C:18]([F:21])[CH:19]=[CH:20][C:15]=2[O:14][N:13]=1)=[O:7])([CH3:4])([CH3:3])[CH3:2].P(Cl)(Cl)(Cl)=O>CN(C)C=O>[C:1]([O:5][C:6]([NH:8][CH2:9][CH2:10][O:11][C:12]1[C:16]2[C:17]([C:22]#[N:23])=[C:18]([F:21])[CH:19]=[CH:20][C:15]=2[O:14][N:13]=1)=[O:7])([CH3:4])([CH3:2])[CH3:3]. Procedure details: To a solution of 3-(2-(N-t-butoxycarbonylamino)ethoxy)-4-carbamoyl-5-fluoro-1,2-benzisoxazole (0.25 g) in dimethylformamide (2.0 ml) was added phosphorus oxychloride (0.12 g) with stirring at 5° C., and the mixture was then stirred at the same temperature for 15 minutes. The reaction was poured into ice water (20 ml), extracted with ethyl acetate (twice each with 20 ml) and the combined extracts were dried over anhydrous magnesium sulphate and filtered. The solvent was evaporated under reduced p... The reactants are BrCc1ccc(Br)cn1, O=C([O-])[O-], [K+], [K+], CN(C)C=O, O, O=c1cc(O)ccn1CCc1ccc(CO)cc1. Product: O=c1cc(OCc2ccc(Br)cn2)ccn1CCc1ccc(CO)cc1. RXN SMILES: [Br:19][c:20]1[cH:21][cH:22][c:23]([CH2:26][Br:27])[n:24][cH:25]1.[C:28](=[O:29])([O-:30])[O-:31].[K+:32].[K+:33].[O:34]=[CH:35][N:36]([CH3:37])[CH3:38].[OH2:39].[OH:1][c:2]1[cH:3][c:4](=[O:18])[n:5]([CH2:8][CH2:9][c:10]2[cH:11][cH:12][c:13]([CH2:16][OH:17])[cH:14][cH:15]2)[cH:6][cH:7]1>>[O:1]([c:2]1[cH:3][c:4](=[O:18])[n:5]([CH2:8][CH2:9][c:10]2[cH:11][cH:12][c:13]([CH2:16][OH:17])[cH:14][cH:15]2)[cH:6][cH:7]1)[CH2:26][c:23]1[cH:22][cH:21][c:20]([Br:19])[cH:25][n:24]1.